Dataset: the Open Reaction Database (ORD), a public repository of structured organic reaction records. Task: describe an organic reaction: reactants, conditions, products, and yield Starting materials: CI (methyl iodide), CC1=CC=C(COC=2C=C(/C=C/C3=CC=C(CN4CCCCC4)C=C3)C=CC2)C=C1 ((E)-1-[4-[3-(4-methylbenzyloxy)styryl]benzyl]piperidine), C(C)(=O)OCC (ethyl acetate). Run in CN(C)C=O (DMF). Reaction conditions: time 66 hour. Product: [I-].C[N+]1(CCCCC1)CC1=CC=C(C=C1)\C=C\C1=CC(=CC=C1)OCC1=CC=C(C=C1)C ((E)-1-methyl-1-[4-[3-(4-methylbenzyloxy)styryl]benzyl]piperidinium iodide). Reaction SMILES: [CH3:1][C:2]1[CH:30]=[CH:29][C:5]([CH2:6][O:7][C:8]2[CH:9]=[C:10]([CH:26]=[CH:27][CH:28]=2)/[CH:11]=[CH:12]/[C:13]2[CH:25]=[CH:24][C:16]([CH2:17][N:18]3[CH2:23][CH2:22][CH2:21][CH2:20][CH2:19]3)=[CH:15][CH:14]=2)=[CH:4][CH:3]=1.C[I:32].[C:33](OCC)(=O)C>CN(C=O)C>[I-:32].[CH3:33][N+:18]1([CH2:17][C:16]2[CH:24]=[CH:25][C:13](/[CH:12]=[CH:11]/[C:10]3[CH:26]=[CH:27][CH:28]=[C:8]([O:7][CH2:6][C:5]4[CH:4]=[CH:3][C:2]([CH3:1])=[CH:30][CH:29]=4)[CH:9]=3)=[CH:14][CH:15]=2)[CH2:23][CH2:22][CH2:21][CH2:20][CH2:19]1 |f:4.5|. Procedure details: To (E)-1-[4-[3-(4-methylbenzyloxy)styryl]benzyl]piperidine (150 mg) dissolved in DMF (3 ml) was added methyl iodide (70 μl ), and the resulting mixture was stirred at room temperature for 66 hours. The reaction mixture was mixed with ethyl acetate (100 ml) and the resulting precipitate was collected by filtration and recrystallized from ethyl acetate/methanol to obtain (E)-1-methyl-1-[4-[3-(4-methylbenzyloxy)styryl]benzyl]piperidinium iodide (compound 100) (183 mg) as colorless crystals. Reactants: CN(C)C=O, [H-], [Na+], O, CC(Cl)c1ccccc1, c1ccc2c(c1)Nc1ccccc1O2. Product: CC(c1ccccc1)N1c2ccccc2Oc2ccccc21. RXN SMILES: [CH3:27][N:28]([CH3:29])[CH:30]=[O:31].[H-:15].[Na+:16].[OH2:26].[c:17]1([CH:23]([CH3:24])[Cl:25])[cH:18][cH:19][cH:20][cH:21][cH:22]1.[cH:1]1[cH:2][cH:3][cH:4][c:5]2[c:14]1[NH:13][c:12]1[c:7]([cH:8][cH:9][cH:10][cH:11]1)[O:6]2>>[cH:1]1[cH:2][cH:3][cH:4][c:5]2[c:14]1[N:13]([CH:23]([c:17]1[cH:18][cH:19][cH:20][cH:21][cH:22]1)[CH3:24])[c:12]1[c:7]([cH:8][cH:9][cH:10][cH:11]1)[O:6]2. Reactants: P(=O)(C(F)(F)C(F)(F)F)(C(F)(F)C(F)(F)F)O ((C2F5)2P(O)OH), C(=O)=O (dry ice), C(=O)=O (CO2), (C2F5)3PF2, P(C(F)(F)C(F)(F)F)(C(F)(F)C(F)(F)F)C(F)(F)C(F)(F)F ((C2F5)3P), C(=O)=O (CO2), FC(C(F)(F)F)(F)P(F)(F)(C(C(F)(F)F)(F)F)C(C(F)(F)F)(F)F (tris(pentafluoroethyl)difluorophosphorane), (C2F5)3PF2, [PH5] (phosphorane). Reaction conditions: temperature 120 celsius, time 6 hour. Product: FC(C(F)(F)F)(F)P(C(C(F)(F)F)(F)F)(C(C(F)(F)F)(F)F)=O (Tris(pentafluoroethyl)phosphine oxide), P(C(F)(F)C(F)(F)F)(C(F)(F)C(F)(F)F)C(F)(F)C(F)(F)F ((C2F5)3P). As a reaction SMILES: [F:1][C:2]([P:8]([C:18]([F:24])([F:23])[C:19]([F:22])([F:21])[F:20])([C:11]([F:17])([F:16])[C:12]([F:15])([F:14])[F:13])(F)F)([F:7])[C:3]([F:6])([F:5])[F:4].C(=O)=[O:26].[PH5].[P:29]([C:44]([C:47]([F:50])([F:49])[F:48])([F:46])[F:45])([C:37]([C:40]([F:43])([F:42])[F:41])([F:39])[F:38])[C:30]([C:33]([F:36])([F:35])[F:34])([F:32])[F:31].P(O)(C(C(F)(F)F)(F)F)(C(C(F)(F)F)(F)F)=O>>[F:1][C:2]([P:8](=[O:26])([C:18]([F:24])([F:23])[C:19]([F:22])([F:21])[F:20])[C:11]([F:17])([F:16])[C:12]([F:15])([F:14])[F:13])([F:7])[C:3]([F:6])([F:5])[F:4].[P:29]([C:30]([C:33]([F:34])([F:35])[F:36])([F:31])[F:32])([C:44]([C:47]([F:50])([F:49])[F:48])([F:46])[F:45])[C:37]([C:40]([F:43])([F:42])[F:41])([F:39])[F:38]. Reported procedure: 12.01 g (28.0 mmol) of tris(pentafluoroethyl)difluorophosphorane, (C2F5)3PF2, are initially introduced in a 100 ml glass round-bottomed flask and warmed (120° C. oil-bath temperature). A cooled (−30° C. to −35° C.) intensive reflux condenser is connected downstream of the flask. A 250 ml glass round-bottomed flask containing dry ice is connected via a T-piece so that gaseous CO2 is forced through the phosphorane liquid. The liquid is stirred at 120° C. for 6 h. In this time, a total of about 400...